Dataset: the Open Reaction Database (ORD), a public repository of structured organic reaction records. Task: describe an organic reaction: reactants, conditions, products, and yield The reactants are Cc1ccccc1, O=[N+]([O-])c1cccnc1Cl, Nc1ccccc1C(=O)c1ccc(Cl)cc1. Yields the product O=C(c1ccc(Cl)cc1)c1ccccc1Nc1ncccc1[N+](=O)[O-]. Reaction SMILES: [CH3:27][c:28]1[cH:29][cH:30][cH:31][cH:32][cH:33]1.[Cl:17][c:18]1[n:19][cH:20][cH:21][cH:22][c:23]1[N+:24](=[O:25])[O-:26].[NH2:1][c:2]1[c:3]([C:4](=[O:5])[c:6]2[cH:7][cH:8][c:9]([Cl:12])[cH:10][cH:11]2)[cH:13][cH:14][cH:15][cH:16]1>>[NH:1]([c:2]1[c:3]([C:4](=[O:5])[c:6]2[cH:7][cH:8][c:9]([Cl:12])[cH:10][cH:11]2)[cH:13][cH:14][cH:15][cH:16]1)[c:18]1[n:19][cH:20][cH:21][cH:22][c:23]1[N+:24](=[O:25])[O-:26]. Reactants: C(C)(=O)OCC (ethyl acetate), NC1=C(C=NN1)C(=O)C=1SC=CC1 ((5-amino-1H-pyrazol-4-yl)-thiophene-2-yl-methanone), ClC1=C(C=C(C=C1)C(C=CN(C)C)=O)N(S(=O)(=O)C)C (N-[2-chloro-5-(3-dimethylamino-acryloyl)-phenyl]-N-methyl-methanesulfonamide). The solvent is C(C)(=O)O (acetic acid). The product is ClC1=C(C=C(C=C1)C1=CC=NC=2N1N=CC2C(=O)C=2SC=CC2)N(S(=O)(=O)C)C (N-{2-chloro-5-[3-(thiophene-2-carbonyl)-pyrazolo[1,5-a]pyrimidin-7-yl]-phenyl}-N-methyl-methanesulfonamide). The yield is 73.0%. RXN SMILES: [NH2:1][C:2]1[NH:6][N:5]=[CH:4][C:3]=1[C:7]([C:9]1[S:10][CH:11]=[CH:12][CH:13]=1)=[O:8].[Cl:14][C:15]1[CH:20]=[CH:19][C:18]([C:21](=O)[CH:22]=[CH:23]N(C)C)=[CH:17][C:16]=1[N:28]([CH3:33])[S:29]([CH3:32])(=[O:31])=[O:30].C(OCC)(=O)C>C(O)(=O)C>[Cl:14][C:15]1[CH:20]=[CH:19][C:18]([C:21]2[N:6]3[N:5]=[CH:4][C:3]([C:7]([C:9]4[S:10][CH:11]=[CH:12][CH:13]=4)=[O:8])=[C:2]3[N:1]=[CH:23][CH:22]=2)=[CH:17][C:16]=1[N:28]([CH3:33])[S:29]([CH3:32])(=[O:31])=[O:30]. Procedure details: A mixture of 0.076 g (0.39 mmol) of (5-amino-1H-pyrazol-4-yl)-thiophene-2-yl-methanone and 0.124 g (0.39 mmol) of (N-[2-chloro-5-(3-dimethylamino-acryloyl)-phenyl]-N-methyl-methanesulfonamide in 10 ml of glacial acetic acid was refluxed for 1.5 hours and then the solvent was removed by reduced pressure distillation. To the resulting residue were added 15 ml of dichloromethane and 10 ml of saturated sodium bicarbonate solution. The two layers were separated, and the aqueous layer was washed with ...